From a dataset of the Open Reaction Database (ORD), a public repository of structured organic reaction records. describe an organic reaction: reactants, conditions, products, and yield Reactants: CC(=O)O, COC(=O)c1cccc(CN2C(=O)NC(C)(c3cccc(CCCN)c3)C2=O)c1, C[O-], CO, [Na+]. The product is CC12NC(=O)N(Cc3cccc(c3)C(=O)NCCCc3cccc1c3)C2=O. Reaction SMILES: [C:33]([OH:34])(=[O:35])[CH3:36].[CH3:1][O:2][C:3]([c:4]1[cH:5][c:6]([CH2:10][N:11]2[C:12](=[O:28])[NH:13][C:14]([CH3:17])([c:18]3[cH:19][c:20]([CH2:24][CH2:25][CH2:26][NH2:27])[cH:21][cH:22][cH:23]3)[C:15]2=[O:16])[cH:7][cH:8][cH:9]1)=[O:29].[CH3:30][O-:31].[CH3:37][OH:38].[Na+:32]>>[C:3]1(=[O:29])[c:4]2[cH:5][c:6]([cH:7][cH:8][cH:9]2)[CH2:10][N:11]2[C:12](=[O:28])[NH:13][C:14]([CH3:17])([C:15]2=[O:16])[c:18]2[cH:19][c:20]([cH:21][cH:22][cH:23]2)[CH2:24][CH2:25][CH2:26][NH:27]1. Starting materials: ClC1=C(CN2C3=CC=CC=C3C=3C=C(N=CC23)C(=O)OC)C=C(C=C1)Cl (methyl 9-(2,5-dichlorobenzyl)-9H-β-carboline-3-carboxylate), NN (hydrazine). Run in CO (methanol). Conditions: time 10 minute. Yields the product ClC1=C(CN2C3=CC=CC=C3C=3C=C(N=CC23)C(=O)NN)C=C(C=C1)Cl (9-(2,5-Dichlorobenzyl)-9H-β-carboline-3-carbohydrazide). Isolated yield 98.0%. As a reaction SMILES: [Cl:1][C:2]1[CH:25]=[CH:24][C:23]([Cl:26])=[CH:22][C:3]=1[CH2:4][N:5]1[C:17]2[CH:16]=[N:15][C:14]([C:18]([O:20]C)=O)=[CH:13][C:12]=2[C:11]2[C:6]1=[CH:7][CH:8]=[CH:9][CH:10]=2.[NH2:27][NH2:28]>CO>[Cl:1][C:2]1[CH:25]=[CH:24][C:23]([Cl:26])=[CH:22][C:3]=1[CH2:4][N:5]1[C:17]2[CH:16]=[N:15][C:14]([C:18]([NH:27][NH2:28])=[O:20])=[CH:13][C:12]=2[C:11]2[C:6]1=[CH:7][CH:8]=[CH:9][CH:10]=2. Procedure details: A mixture of methyl 9-(2,5-dichlorobenzyl)-9H-β-carboline-3-carboxylate (4.8 g, 12.5 mmole), hydrazine (6 mL) and methanol (50 mL) was refluxed for 5 hours. The reaction mixture was cooled to room temperature, and the precipitate was collected by filtration. The solid was treated with methanol (50 mL) and the slurry stirred for 10 minutes, filtered, and dried, affording 4.6 grams (98%) of the title compound. 1H NMR (DMSO-d6) δ9.5 (s, 1H), 8.8 (s, 1H), 8.7 (s, 1H), 8.25 (d, 1H), 7.6-7.4 (m, 3H), ...